This data is from the Open Reaction Database (ORD), a public repository of structured organic reaction records. The task is: describe an organic reaction: reactants, conditions, products, and yield The reactants are ON=C(C(=O)OCC)C(=O)C (ethyl 2-hydroxyimino-acetoacetate), C=O (paraformaldehyde), N (ammonia), C(CC(=O)C)(=O)OCC (ethyl acetoacetate), S(O)(O)(=O)=O (sulfuric acid), N (ammonia). Run at time 4 hour. The product is CC1=C(N=CN1)C(=O)OCC (ethyl 5-methyl-4-imidazolecarboxylate). Yield: 50.0%. RXN SMILES: O[N:2]=[C:3](C(C)=O)C(OCC)=O.[C:12]([O:18][CH2:19][CH3:20])(=[O:17])[CH2:13][C:14]([CH3:16])=O.S(=O)(=O)(O)O.C=O.[NH3:28]>>[CH3:16][C:14]1[NH:2][CH:3]=[N:28][C:13]=1[C:12]([O:18][CH2:19][CH3:20])=[O:17]. Procedure: One mole of ethyl 2-hydroxyimino-acetoacetate, prepared from 130 g. (1 m.) of ethyl acetoacetate, was added over 75 minutes to a stirred suspension of 166 ml. (3 m.) of concentrated sulfuric acid and 105 g. (3.5 m.) of paraformaldehyde at 5°-10°. The mixture was stirred at 5°-10° for four hours and aqueous ammonia (28%) was added to pH 5 and the temperature rose to 70°. The reaction mixture was held for 30 minutes at pH 5 at 65°-70° and then neutralized with aqueous ammonia (28%). The mixture wa... Starting materials: O=C(N=C=S)c1ccccc1, COc1cncc(N)n1, CCO. Product: COc1cncc(NC(N)=S)n1. RXN SMILES: [C:10](=[O:11])([c:12]1[cH:13][cH:14][cH:15][cH:16][cH:17]1)[N:18]=[C:19]=[S:20].[CH3:1][O:2][c:3]1[cH:4][n:5][cH:6][c:7]([NH2:9])[n:8]1.[CH3:21][CH2:22][OH:23]>>[CH3:1][O:2][c:3]1[cH:4][n:5][cH:6][c:7]([NH:9][C:19]([NH2:18])=[S:20])[n:8]1.